This data is from the Open Reaction Database (ORD), a public repository of structured organic reaction records. The task is: describe an organic reaction: reactants, conditions, products, and yield The reactants are CC(=O)OCc1ccc2c(c1)OC1(CCN(C(=O)c3ccc(S(=O)(=O)C(C)C)cc3)CC1)c1ccc(C#N)n1-2, C1CCOC1, CO, [Li+], [OH-]. Product: CC(C)S(=O)(=O)c1ccc(C(=O)N2CCC3(CC2)Oc2cc(CO)ccc2-n2c(C#N)ccc23)cc1. Reaction SMILES: [C:1](=[O:2])([CH3:3])[O:4][CH2:5][c:6]1[cH:7][cH:8][c:9]2[c:10]([cH:39]1)[O:11][C:12]1([c:13]3[n:14]-2[c:15]([C:18]#[N:19])[cH:16][cH:17]3)[CH2:20][CH2:21][N:22]([C:25]([c:26]2[cH:27][cH:28][c:29]([S:32](=[O:33])(=[O:34])[CH:35]([CH3:36])[CH3:37])[cH:30][cH:31]2)=[O:38])[CH2:23][CH2:24]1.[CH2:42]1[O:43][CH2:44][CH2:45][CH2:46]1.[CH3:47][OH:48].[Li+:41].[OH-:40]>>[OH:4][CH2:5][c:6]1[cH:7][cH:8][c:9]2[c:10]([cH:39]1)[O:11][C:12]1([c:13]3[n:14]-2[c:15]([C:18]#[N:19])[cH:16][cH:17]3)[CH2:20][CH2:21][N:22]([C:25]([c:26]2[cH:27][cH:28][c:29]([S:32](=[O:33])(=[O:34])[CH:35]([CH3:36])[CH3:37])[cH:30][cH:31]2)=[O:38])[CH2:23][CH2:24]1.